From a dataset of the Open Reaction Database (ORD), a public repository of structured organic reaction records. describe an organic reaction: reactants, conditions, products, and yield Reactants: C=CC(=O)OC(C)(C)C, O=C([O-])O, CC(=O)[O-], CC(=O)[O-], Cc1nc(I)ccc1OCc1ccccc1, CCCC[N+](CCCC)(CCCC)CCCC, CCOC(C)=O, [Cl-], [Na+], CN(C)C=O, [Pd+2]. The product is Cc1nc(C=CC(=O)OC(C)(C)C)ccc1OCc1ccccc1. As a reaction SMILES: [C:17]([CH:18]=[CH2:19])(=[O:20])[O:21][C:22]([CH3:23])([CH3:24])[CH3:25].[C:26](=[O:27])([OH:28])[O-:29].[C:60]([O-:61])(=[O:62])[CH3:63].[C:65]([O-:66])(=[O:67])[CH3:68].[CH3:1][c:2]1[n:3][c:4]([I:16])[cH:5][cH:6][c:7]1[O:8][CH2:9][c:10]1[cH:11][cH:12][cH:13][cH:14][cH:15]1.[CH3:32][CH2:33][CH2:34][CH2:35][N+:36]([CH2:37][CH2:38][CH2:39][CH3:40])([CH2:41][CH2:42][CH2:43][CH3:44])[CH2:45][CH2:46][CH2:47][CH3:48].[CH3:54][CH2:55][O:56][C:57]([CH3:58])=[O:59].[Cl-:31].[Na+:30].[O:49]=[CH:50][N:51]([CH3:52])[CH3:53].[Pd+2:64]>>[CH3:1][c:2]1[n:3][c:4]([CH:19]=[CH:18][C:17](=[O:20])[O:21][C:22]([CH3:23])([CH3:24])[CH3:25])[cH:5][cH:6][c:7]1[O:8][CH2:9][c:10]1[cH:11][cH:12][cH:13][cH:14][cH:15]1. The reactants are BrC1=CC=C(C=C1)C(CC(=O)C1=NC=CN=C1)C1=C(C=CC=C1)C (3-(4-bromo-phenyl)-1-pyrazin-2-yl-3-o-tolyl-propan-1-one), Cl.NO (hydroxylamine hydrochloride), C(=O)(O)[O-].[Na+] (NaHCO3). Product: BrC1=CC=C(C=C1)C(C\C(=N/O)\C1=NC=CN=C1)C1=C(C=CC=C1)C ((E)-3-(4-Bromo-phenyl)-1-pyrazin-2-yl-3-o-tolyl-propan-1-one oxime). As a reaction SMILES: [Br:1][C:2]1[CH:7]=[CH:6][C:5]([CH:8]([C:18]2[CH:23]=[CH:22][CH:21]=[CH:20][C:19]=2[CH3:24])[CH2:9][C:10]([C:12]2[CH:17]=[N:16][CH:15]=[CH:14][N:13]=2)=O)=[CH:4][CH:3]=1.Cl.[NH2:26][OH:27].C([O-])(O)=O.[Na+]>>[Br:1][C:2]1[CH:7]=[CH:6][C:5]([CH:8]([C:18]2[CH:23]=[CH:22][CH:21]=[CH:20][C:19]=2[CH3:24])[CH2:9]/[C:10](/[C:12]2[CH:17]=[N:16][CH:15]=[CH:14][N:13]=2)=[N:26]\[OH:27])=[CH:4][CH:3]=1 |f:1.2,3.4|. Reported procedure: In analogy to example 151, step 3, 3-(4-bromo-phenyl)-1-pyrazin-2-yl-3-o-tolyl-propan-1-one was reacted with hydroxylamine hydrochloride in the presence of NaHCO3 to give the title compound containing about 10% of the corresponding Z isomer as a colorless foam, MS (ESI−): m/z=393.8 [M−H]−. The reactants are C(C)(=O)N1CCN(CC1)C1=CC=C(C=C1)NC1=NC(=C2N=CNC2=N1)N1CC(CCC1)C(=O)OCCCC (butyl 1-(2-(4-(4-acetylpiperazin-1-yl)phenylamino)-9H-purin-6-yl)piperidine-3-carboxylate), [Li+].[OH-] (LiOH), [Li+].[OH-] (LiOH), CC(=O)O (HOAc). Run in C1CCOC1 (THF). Reaction conditions: time 68 hour. The product is C(C)(=O)N1CCN(CC1)C1=CC=C(C=C1)NC1=NC(=C2N=CNC2=N1)N1CC(CCC1)C(=O)O (1-(2-(4-(4-acetylpiperazin-1-yl)phenylamino)-9H-purin-6-yl)piperidine-3-carboxylic acid). The yield is 64.6%. RXN SMILES: [C:1]([N:4]1[CH2:9][CH2:8][N:7]([C:10]2[CH:15]=[CH:14][C:13]([NH:16][C:17]3[N:25]=[C:24]4[C:20]([N:21]=[CH:22][NH:23]4)=[C:19]([N:26]4[CH2:31][CH2:30][CH2:29][CH:28]([C:32]([O:34]CCCC)=[O:33])[CH2:27]4)[N:18]=3)=[CH:12][CH:11]=2)[CH2:6][CH2:5]1)(=[O:3])[CH3:2].[Li+].[OH-].CC(O)=O>C1COCC1>[C:1]([N:4]1[CH2:5][CH2:6][N:7]([C:10]2[CH:11]=[CH:12][C:13]([NH:16][C:17]3[N:25]=[C:24]4[C:20]([N:21]=[CH:22][NH:23]4)=[C:19]([N:26]4[CH2:31][CH2:30][CH2:29][CH:28]([C:32]([OH:34])=[O:33])[CH2:27]4)[N:18]=3)=[CH:14][CH:15]=2)[CH2:8][CH2:9]1)(=[O:3])[CH3:2] |f:1.2|. Procedure: To a solution of butyl 1-(2-(4-(4-acetylpiperazin-1-yl)phenylamino)-9H-purin-6-yl)piperidine-3-carboxylate (76 mg, 0.15 mmol) in THF (2 mL), aq. 1N LiOH (1.00 mL, 1.00 mmol) was added. The mixture was stirred at room temperature for 68 h. HOAc (1 mL) was added to neutralize LiOH. The mixture was then purified by HPLC to give 1-(2-(4-(4-acetylpiperazin-1-yl)phenylamino)-9H-purin-6-yl)piperidine-3-carboxylic acid (45 mg), MS 465.3 (M+H); UV 205.8, 272.8 nm; and 1-(2-(4-(piperazin-1-yl)phenylamino)... Yields the product CCOC(=O)C1C2C1N(Cc1ccc(F)cc1)C(=O)CN2C(C)=O. Reactants: CC(=O)N1C=CN(Cc2ccc(F)cc2)C(=O)C1, Cc1ccccc1, [Cu], CCOC(=O)C=[N+]=[N-]. As a reaction SMILES: [C:1]([CH3:2])(=[O:3])[N:4]1[CH2:5][C:6](=[O:18])[N:7]([CH2:10][c:11]2[cH:12][cH:13][c:14]([F:17])[cH:15][cH:16]2)[CH:8]=[CH:9]1.[CH3:27][c:28]1[cH:29][cH:30][cH:31][cH:32][cH:33]1.[Cu:34].[N+:19](=[N-:20])=[CH:21][C:22](=[O:23])[O:24][CH2:25][CH3:26]>>[C:1]([CH3:2])(=[O:3])[N:4]1[CH2:5][C:6](=[O:18])[N:7]([CH2:10][c:11]2[cH:12][cH:13][c:14]([F:17])[cH:15][cH:16]2)[CH:8]2[CH:9]1[CH:21]2[C:22](=[O:23])[O:24][CH2:25][CH3:26]. Reactants: ClC1=CC=C(C#N)C=C1 (4-chlorobenzonitrile), [S-2].[Na+].[Na+] (sodium sulphide), OOS(=O)[O-].[K+] (OXONE), ClCCC (1-chloropropane). Run in CN(C=O)C (N,N-dimethylformamide). Reaction conditions: temperature 130 celsius, time 12 hour. The product is C(CC)S(=O)(=O)C1=CC=C(C#N)C=C1 (4-(Propylsulphonyl)benzonitrile). As a reaction SMILES: Cl[C:2]1[CH:9]=[CH:8][C:5]([C:6]#[N:7])=[CH:4][CH:3]=1.[S-2].[Na+].[Na+].Cl[CH2:14][CH2:15][CH3:16].O[O:18][S:19]([O-])=[O:20].[K+]>CN(C)C=O>[CH2:14]([S:19]([C:2]1[CH:9]=[CH:8][C:5]([C:6]#[N:7])=[CH:4][CH:3]=1)(=[O:20])=[O:18])[CH2:15][CH3:16] |f:1.2.3,5.6|. Reported procedure: To 4-chlorobenzonitrile (5 g) in dry N,N-dimethylformamide (50 mL), under nitrogen, was added sodium sulphide (3.11 g), and the stirred mixture heated in an oil bath at 130° C. for 48 h. The mixture was cooled to room temperature, 1-chloropropane (4.0 mL) added and stirring continued for 12 h. The mixture was cooled in an ice-water bath and “OXONE” (34 g) added with stirring. The water bath was removed after 2 h, and the mixture stirred at room temperature for 14 h. The reaction mixture was then... The reactants are OC1=CC=C(C=C1)N1C(=NC2=C1C=CC=C2)NC(C)=O (N-(1-(4-hydroxyphenyl)-1H-benzo[d]imidazol-2-yl)acetamide), [H-].[Na+] (NaH), [H-].[Na+] (NaH), [OH-].[Na+] (NaOH), S1C(=NC2=C1C=CC=C2)NC(=O)C=2C=CC=C1CCN(CC21)C=2SC(=C(N2)C(=O)OCC)CCCI (ethyl 2-(8-(benzo[d]thiazol-2-ylcarbamoyl)-3,4-dihydroisoquinolin-2(1H)-yl)-5-(3-iodopropyl)thiazole-4-carboxylate), Cl (HCl). Run in CN(C)C=O (DMF). Run at time 5 minute. Product: NC1=NC2=C(N1C1=CC=C(OCCCC3=C(N=C(S3)N3CC4=C(C=CC=C4CC3)C(NC=3SC4=C(N3)C=CC=C4)=O)C(=O)O)C=C1)C=CC=C2 (5-(3-(4-(2-amino-1H-benzo[d]imidazol-1-yl)phenoxy)propyl)-2-(8-(benzo[d]thiazol-2-ylcarbamoyl)-3,4-dihydroisoquinolin-2(1H)-yl)thiazole-4-carboxylic acid). The yield is 31.0%. As a reaction SMILES: [OH:1][C:2]1[CH:7]=[CH:6][C:5]([N:8]2[C:12]3[CH:13]=[CH:14][CH:15]=[CH:16][C:11]=3[N:10]=[C:9]2[NH:17]C(=O)C)=[CH:4][CH:3]=1.[H-].[Na+].[S:23]1[C:27]2[CH:28]=[CH:29][CH:30]=[CH:31][C:26]=2[N:25]=[C:24]1[NH:32][C:33]([C:35]1[CH:36]=[CH:37][CH:38]=[C:39]2[C:44]=1[CH2:43][N:42]([C:45]1[S:46][C:47]([CH2:55][CH2:56][CH2:57]I)=[C:48]([C:50]([O:52]CC)=[O:51])[N:49]=1)[CH2:41][CH2:40]2)=[O:34].[OH-].[Na+].Cl>CN(C=O)C>[NH2:17][C:9]1[N:8]([C:5]2[CH:4]=[CH:3][C:2]([O:1][CH2:57][CH2:56][CH2:55][C:47]3[S:46][C:45]([N:42]4[CH2:41][CH2:40][C:39]5[C:44](=[C:35]([C:33](=[O:34])[NH:32][C:24]6[S:23][C:27]7[CH:28]=[CH:29][CH:30]=[CH:31][C:26]=7[N:25]=6)[CH:36]=[CH:37][CH:38]=5)[CH2:43]4)=[N:49][C:48]=3[C:50]([OH:52])=[O:51])=[CH:7][CH:6]=2)[C:12]2[CH:13]=[CH:14][CH:15]=[CH:16][C:11]=2[N:10]=1 |f:1.2,4.5|. Procedure: Compound 77B (32 mg, 0.12 mmol) in DMF (1 ml) was treated with NaH (60% oil dispersion) (12 mg, 0.3 mmol). After stirring at ambient temperature for 5 minutes, compound 2C (63 mg, 0.1 mmol) was added and stirring was continued for 1 hour. Additional NaH (60% oil dispersion) (12 mg, 0.3 mmol) was added and the mixture was stirred at ambient temperature overnight. NaOH (4 N aq.) (0.25 ml, 1 mmol) was added and the mixture was stirred at ambient temperature for 4 hours. HCl (4N in dioxane) (2.5 ml,...